This data is from the Open Reaction Database (ORD), a public repository of structured organic reaction records. The task is: describe an organic reaction: reactants, conditions, products, and yield The reactants are CC(C)(C)OC(=O)NCC(CN1CCC(Oc2ccc(F)cc2)CC1)NC(=O)OCc1ccccc1, CO, O=C[O-], [NH4+]. Product: CC(C)(C)OC(=O)NCC(N)CN1CCC(Oc2ccc(F)cc2)CC1. Reaction SMILES: [CH2:1]([O:2][C:3](=[O:4])[NH:10][CH:11]([CH2:12][N:13]1[CH2:14][CH2:15][CH:16]([O:19][c:20]2[cH:21][cH:22][c:23]([F:26])[cH:24][cH:25]2)[CH2:17][CH2:18]1)[CH2:27][NH:28][C:29](=[O:30])[O:31][C:32]([CH3:33])([CH3:34])[CH3:35])[c:5]1[cH:6][cH:7][cH:8][cH:9][cH:36]1.[CH3:41][OH:42].[CH:37]([O-:38])=[O:39].[NH4+:40]>>[NH2:10][CH:11]([CH2:12][N:13]1[CH2:14][CH2:15][CH:16]([O:19][c:20]2[cH:21][cH:22][c:23]([F:26])[cH:24][cH:25]2)[CH2:17][CH2:18]1)[CH2:27][NH:28][C:29](=[O:30])[O:31][C:32]([CH3:33])([CH3:34])[CH3:35]. Reactants: COC(C(=C)C#N)=O (methyl-2-cyanoacrylate), C=CC1=CC=CC=C1 (styrene). Run in petroleum ether. Reaction conditions: temperature 65 celsius, time 2.5 hour. Product: COC(C(=C)C#N)=O.C=CC1=CC=CC=C1 (Methyl-2-Cyanoacrylate Styrene). As a reaction SMILES: [CH3:1][O:2][C:3](=[O:8])[C:4]([C:6]#[N:7])=[CH2:5].[CH2:9]=[CH:10][C:11]1[CH:16]=[CH:15][CH:14]=[CH:13][CH:12]=1>>[CH3:1][O:2][C:3](=[O:8])[C:4]([C:6]#[N:7])=[CH2:5].[CH2:9]=[CH:10][C:11]1[CH:16]=[CH:15][CH:14]=[CH:13][CH:12]=1 |f:2.3|. Procedure: A mixture of monomeric methyl-2-cyanoacrylate (16.0 g.), styrene (4.0 g), and 500 ml petroleum ether having a boiling range of 80° - 110°C. was added to a 1000 ml., 4-neck flask. The mixture was stirred and flushed with dry nitrogen while the temperature was slowly raised to 65°C. to complete the dissolution process. After this azobis-(isobutyronitrile) (0.10 g) was added and stirring ceased. The reaction mixture was held at 80°C. for 2 to 3 hours and the copolymer precipitated. The precipitate ...